Dataset: the Open Reaction Database (ORD), a public repository of structured organic reaction records. Task: describe an organic reaction: reactants, conditions, products, and yield Reactants: N1=C(C=CC=C1)CN1N=CC2=CC(=CC=C12)NC1=NC=NC2=CC=CC(=C12)OCC(=O)OC (methyl [(4-{[1-(pyridin-2-ylmethyl)-1H-indazol-5-yl]amino}quinazolin-5-yl)oxy]acetate), N1CCOCC1 (morpholine). The product is N1(CCOCC1)C(COC1=C2C(=NC=NC2=CC=C1)NC=1C=C2C=NN(C2=CC1)CC1=NC=CC=C1)=O (5-(2-morpholin-4-yl-2-oxoethoxy)-N-[1-(pyridin-2-ylmethyl)-1H-indazol-5-yl]quinazolin-4-amine). The yield is 58.0%. RXN SMILES: [N:1]1[CH:6]=[CH:5][CH:4]=[CH:3][C:2]=1[CH2:7][N:8]1[C:16]2[C:11](=[CH:12][C:13]([NH:17][C:18]3[C:27]4[C:22](=[CH:23][CH:24]=[CH:25][C:26]=4[O:28][CH2:29][C:30](OC)=[O:31])[N:21]=[CH:20][N:19]=3)=[CH:14][CH:15]=2)[CH:10]=[N:9]1.[NH:34]1[CH2:39][CH2:38][O:37][CH2:36][CH2:35]1>>[N:34]1([C:30](=[O:31])[CH2:29][O:28][C:26]2[CH:25]=[CH:24][CH:23]=[C:22]3[C:27]=2[C:18]([NH:17][C:13]2[CH:12]=[C:11]4[C:16](=[CH:15][CH:14]=2)[N:8]([CH2:7][C:2]2[CH:3]=[CH:4][CH:5]=[CH:6][N:1]=2)[N:9]=[CH:10]4)=[N:19][CH:20]=[N:21]3)[CH2:39][CH2:38][O:37][CH2:36][CH2:35]1. Reported procedure: Using the same procedure as in Example 5, methyl [(4-{[1-(pyridin-2-ylmethyl)-1H-indazol-5-yl]amino}quinazolin-5-yl)oxy]acetate (180 mg, 0.40 mmol) was reacted with morpholine (0.346 ml, 3.96 mmol) to give the title compound as a solid (115 mg, 59%), except that the reaction was run at 60° C. for 32 hours in the presence of 3 Å molecular sieve. NMR Spectrum 3.68-3.52 (m, 8H), 5.20 (s, 2H), 5.77 (s, 2H), 6.96 (d, 1H), 7.23 (d, 1H), 7.30 (m, 1H), 7.37 (d, 1H), 7.77-7.68 (m, 3H), 7.90 (m, 1H), 8.15... Starting materials: CO, COC(=O)C1=C[SH](C)C2=C1CN=C(c1ccccc1Cl)C1=CN(Cl)CN12, [K+], [OH-], O. The product is C[SH]1C=C(C(=O)O)C2=C1N1CN(Cl)C=C1C(c1ccccc1Cl)=NC2. RXN SMILES: [CH3:1][OH:2].[Cl:3][N:4]1[CH2:5][N:6]2[C:7](=[CH:28]1)[C:8]([c:21]1[c:22]([Cl:27])[cH:23][cH:24][cH:25][cH:26]1)=[N:9][CH2:10][C:11]1=[C:12]2[SH:13]([CH3:20])[CH:14]=[C:15]1[C:16](=[O:17])[O:18][CH3:19].[K+:30].[OH-:29].[OH2:31]>>[Cl:3][N:4]1[CH2:5][N:6]2[C:7](=[CH:28]1)[C:8]([c:21]1[c:22]([Cl:27])[cH:23][cH:24][cH:25][cH:26]1)=[N:9][CH2:10][C:11]1=[C:12]2[SH:13]([CH3:20])[CH:14]=[C:15]1[C:16](=[O:17])[OH:18]. The reactants are FC(OC1=CC=C(CCNC(OCC)=O)C=C1)(F)F (ethyl 4-(trifluoromethoxy)phenethylcarbamate), O=P12OP3(=O)OP(=O)(O1)OP(=O)(O2)O3 (P2O5). Solvent: O=P(Cl)(Cl)Cl (POCl3). Conditions: temperature 110 celsius, time 1 hour. The product is FC(OC1=CC=C2CCNC(C2=C1)=O)(F)F (7-(Trifluoromethoxy)-3,4-dihydroisoquinolin-1(2H)-one). Yield: 4.1%. As a reaction SMILES: [F:1][C:2]([F:19])([F:18])[O:3][C:4]1[CH:17]=[CH:16][C:7]([CH2:8][CH2:9][NH:10][C:11](=O)[O:12]CC)=[CH:6][CH:5]=1.O=P12OP3(OP(OP(O3)(O1)=O)(=O)O2)=O>O=P(Cl)(Cl)Cl>[F:1][C:2]([F:19])([F:18])[O:3][C:4]1[CH:17]=[C:16]2[C:7]([CH2:8][CH2:9][NH:10][C:11]2=[O:12])=[CH:6][CH:5]=1. Reported procedure: Using an analogous procedure and workup as described for the preparation of intermediate I-1d above, ethyl 4-(trifluoromethoxy)phenethylcarbamate (I-51c: 3.2 g, 11.5523 mmol) in POCl3 (32 mL) was reacted with P2O5 (3.27 g, 23.104 mmol). The resulting mixture was stirred at 110° C. for 1 hour to afford the crude product. Purification by column chromatography on silica gel (1.5% methanol in DCM) afforded 110 mg of the product (4.1% yield). Reactants: C1(CC1)COC1=C(C=CC(=N1)C(=O)O)N1CC(C1)(F)F (6-cyclopropylmethoxy-5-(3,3-difluoro-azetidin-1-yl)-pyridine-2-carboxylic acid), N1[C@@H](CCC1)CO ((S)-1-pyrrolidin-2-yl-methanol). The product is C1(CC1)COC1=C(C=CC(=N1)C(=O)N1[C@@H](CCC1)CO)N1CC(C1)(F)F ([6-Cyclopropylmethoxy-5-(3,3-difluoro-azetidin-1-yl)-pyridin-2-yl]-((S)-2-hydroxymethyl-pyrrolidin-1-yl)-methanone). As a reaction SMILES: [CH:1]1([CH2:4][O:5][C:6]2[N:11]=[C:10]([C:12]([OH:14])=O)[CH:9]=[CH:8][C:7]=2[N:15]2[CH2:18][C:17]([F:20])([F:19])[CH2:16]2)[CH2:3][CH2:2]1.[NH:21]1[CH2:25][CH2:24][CH2:23][C@H:22]1[CH2:26][OH:27]>>[CH:1]1([CH2:4][O:5][C:6]2[N:11]=[C:10]([C:12]([N:21]3[CH2:25][CH2:24][CH2:23][C@H:22]3[CH2:26][OH:27])=[O:14])[CH:9]=[CH:8][C:7]=2[N:15]2[CH2:18][C:17]([F:20])([F:19])[CH2:16]2)[CH2:2][CH2:3]1. Reported procedure: The title compound was synthesized in analogy to Example 1, using 6-cyclopropylmethoxy-5-(3,3-difluoro-azetidin-1-yl)-pyridine-2-carboxylic acid (Example 69 b) and (S)-1-pyrrolidin-2-yl-methanol (CAN 23356-96-9) as starting materials, MS (EI): m/e=368.2 [M+H]+. Starting materials: C(C)(C)OC1=C(C=CC=C1C)C[C@H](O)C1=CC=NC=C1 ((S)-2-(2-isopropoxy-3-methylphenyl)-1-(4-pyridinyl)ethanol). The reagents and catalysts are O=[Pt]=O (PtO2). The solvent is CC(=O)O (HOAc). The product is C(C)(C)OC1=C(C=CC=C1C)C[C@H](O)C1CCNCC1 ((S)-2-(2-isopropoxy-3-methylphenyl)-1-(4-piperidinyl)ethanol), acetate salt. Reaction SMILES: [CH:1]([O:4][C:5]1[C:10]([CH3:11])=[CH:9][CH:8]=[CH:7][C:6]=1[CH2:12][C@@H:13]([C:15]1[CH:20]=[CH:19][N:18]=[CH:17][CH:16]=1)[OH:14])([CH3:3])[CH3:2]>O=[Pt]=O.CC(O)=O>[CH:1]([O:4][C:5]1[C:10]([CH3:11])=[CH:9][CH:8]=[CH:7][C:6]=1[CH2:12][C@@H:13]([CH:15]1[CH2:16][CH2:17][NH:18][CH2:19][CH2:20]1)[OH:14])([CH3:3])[CH3:2]. Procedure: Shake a mixture of (S)-2-(2-isopropoxy-3-methylphenyl)-1-(4-pyridinyl)ethanol (21.1 g, 78 mmol), HOAc (400 mL) and PtO2 (370 mg) with H2 (50 psi) for 15 hr. Filter the mixture through celite and evaporate the solvent to give (S)-2-(2-isopropoxy-3-methylphenyl)-1-(4-piperidinyl)ethanol as the acetate salt; 1H-NMR (CDCl3) δ 7.1-6.9 (m, 2H), 4.2 (m, 1H), 3.6 (m, 1H), 3.4 (m, 2H), 2.9-2.7 (m, 4H), 2.3 (s, 3H), 2.0 (s, 3H), 2.1-1.5 (m, 5H), 1.3 (d, 6H). The reactants are CS(=O)(=O)O (methanesulfonic acid), ClC(=O)OCC1=CC=CC=C1 (benzyl chloroformate), C(C)(=O)[O-].[K+] (potassium acetate), C(C)(=O)[O-].[K+] (potassium acetate), C[C@@H]1NCCN[C@H]1C (trans-2,3-dimethylpiperazine), C[C@@H]1NCCN[C@@H]1C (cis-2,3-dimethylpiperazine). The solvent is O (water), C(C)O (ethanol). Conditions: temperature 20 celsius. Product: CC1N(CCNC1C)C(=O)OCC1=CC=CC=C1 (phenylmethyl 2,3-dimethyl-1-piperazinecarboxylate). Yield: 41.0%. RXN SMILES: [CH3:1][C@H:2]1[C@H:7]([CH3:8])[NH:6][CH2:5][CH2:4][NH:3]1.C[C@H]1[C@@H](C)NCCN1.CS(O)(=O)=O.C([O-])(=O)C.[K+].Cl[C:28]([O:30][CH2:31][C:32]1[CH:37]=[CH:36][CH:35]=[CH:34][CH:33]=1)=[O:29]>O.C(O)C>[CH3:1][CH:2]1[CH:7]([CH3:8])[NH:6][CH2:5][CH2:4][N:3]1[C:28]([O:30][CH2:31][C:32]1[CH:37]=[CH:36][CH:35]=[CH:34][CH:33]=1)=[O:29] |f:3.4|. Procedure: A 100 mL, three-necked round-bottom flask was charged with a mixture of trans-2,3-dimethylpiperazine and cis-2,3-dimethylpiperazine (Yakugaku Zasshi, 1958, 78, 229-232) (3.571 g, 31.1 mmol). The flask was cooled in an ice bath, and a solution of methanesulfonic acid (3.95 mL, 60.9 mmol) in 2.7 mL of water was added slowly, maintaining the temperature below 40° C. The solution was cooled to 20° C., and 4 mL of ethanol was added. The pH was adjusted to 4 with 60% aqueous potassium acetate, and the... Starting materials: Fc1cc(Cl)cc(Br)c1, CC(C)(C)OC(=O)N1CCC(=O)C1, I, [Mg], C1CCOC1. The product is CC(C)(C)OC(=O)N1CCC(O)(c2cc(F)cc(Cl)c2)C1. RXN SMILES: [Br:1][c:2]1[cH:3][c:4]([Cl:9])[cH:5][c:6]([F:8])[cH:7]1.[C:12](=[O:13])([O:14][C:15]([CH3:16])([CH3:17])[CH3:18])[N:19]1[CH2:20][C:21](=[O:24])[CH2:22][CH2:23]1.[I:11].[Mg:10].[O:25]1[CH2:26][CH2:27][CH2:28][CH2:29]1>>[c:2]1([C:21]2([OH:24])[CH2:20][N:19]([C:12](=[O:13])[O:14][C:15]([CH3:16])([CH3:17])[CH3:18])[CH2:23][CH2:22]2)[cH:3][c:4]([Cl:9])[cH:5][c:6]([F:8])[cH:7]1.